This data is from the Open Reaction Database (ORD), a public repository of structured organic reaction records. The task is: describe an organic reaction: reactants, conditions, products, and yield The reactants are CS(=O)(=O)Cl, N#CCOc1ccc(OCc2ccccc2)c(N)c1, O, c1ccncc1. Product: CS(=O)(=O)Nc1cc(OCC#N)ccc1OCc1ccccc1. Reaction SMILES: [CH3:26][S:27]([Cl:28])(=[O:29])=[O:30].[NH2:1][c:2]1[cH:3][c:4]([O:5][CH2:6][C:7]#[N:8])[cH:9][cH:10][c:11]1[O:12][CH2:13][c:14]1[cH:15][cH:16][cH:17][cH:18][cH:19]1.[OH2:31].[cH:20]1[cH:21][cH:22][n:23][cH:24][cH:25]1>>[NH:1]([c:2]1[cH:3][c:4]([O:5][CH2:6][C:7]#[N:8])[cH:9][cH:10][c:11]1[O:12][CH2:13][c:14]1[cH:15][cH:16][cH:17][cH:18][cH:19]1)[S:27]([CH3:26])(=[O:29])=[O:30].